Dataset: the Open Reaction Database (ORD), a public repository of structured organic reaction records. Task: describe an organic reaction: reactants, conditions, products, and yield Starting materials: CC1CCCO1, O=C(CNC(=O)c1cccc(C(F)(F)F)c1)NC1CNC1, O=C1CCC(O)(c2cncs2)CC1. Product: O=C(CNC(=O)c1cccc(C(F)(F)F)c1)NC1CN(C2CCC(O)(c3cncs3)CC2)C1. Reaction SMILES: [CH3:35][CH:36]1[CH2:37][CH2:38][CH2:39][O:40]1.[NH:1]1[CH2:2][CH:3]([NH:5][C:6]([CH2:7][NH:8][C:9]([c:10]2[cH:11][c:12]([C:16]([F:17])([F:18])[F:19])[cH:13][cH:14][cH:15]2)=[O:20])=[O:21])[CH2:4]1.[OH:22][C:23]1([c:30]2[cH:31][n:32][cH:33][s:34]2)[CH2:24][CH2:25][C:26](=[O:29])[CH2:27][CH2:28]1>>[N:1]1([CH:26]2[CH2:25][CH2:24][C:23]([OH:22])([c:30]3[cH:31][n:32][cH:33][s:34]3)[CH2:28][CH2:27]2)[CH2:2][CH:3]([NH:5][C:6]([CH2:7][NH:8][C:9]([c:10]2[cH:11][c:12]([C:16]([F:17])([F:18])[F:19])[cH:13][cH:14][cH:15]2)=[O:20])=[O:21])[CH2:4]1. The reactants are stainless steel, F (hydrofluoric acid), FC(C(C(=O)OCC)CCCC)(F)F (ethyl 2-trifluoromethylhexanoate), C(=O)(OCC)C(C(=O)O)(CCCC)C (2-carboethoxy-2-methylhexanoic acid), ClCCl (dichloromethane). Run in CCCCC (pentane). Run at temperature 60 celsius, time 3 day. Product: FC(C(C(=O)OCC)(CCCC)C)(F)F (Ethyl 2-Trifluoromethyl-2-methylhexanoate). Reaction SMILES: [C:1](C(C)(CCCC)C(O)=O)(OCC)=O.ClCCl.F.[F:19][C:20]([F:32])([F:31])[CH:21]([CH2:27][CH2:28][CH2:29][CH3:30])[C:22]([O:24][CH2:25][CH3:26])=[O:23]>CCCCC>[F:19][C:20]([F:31])([F:32])[C:21]([CH3:1])([CH2:27][CH2:28][CH2:29][CH3:30])[C:22]([O:24][CH2:25][CH3:26])=[O:23]. Procedure details: To a 90 ml. stainless steel bomb was added 6.6 g. of 2-carboethoxy-2-methylhexanoic acid, 5 ml. of dichloromethane, and 0.4 ml. of 48% hydrofluoric acid. The bomb was sealed with an assembly consisting of a rupture disk (2400-3600 psig) and a needle valve. The bomb was then cooled in a dry ice-acetone bath and evacuated to less than 10 mmHg pressure. Sulfur tetrafluoride (15 g.) was condensed into the bomb from an attached lecture bottle. The needle valve was closed and the bomb was stored in a ... Reactants: Cl.C(N)(=N)C1=CC=C(C=C1)CNC(=O)C1=C(N(C(=C1)C)C1=CC=C(C=C1)F)C (N-[(4-carbamimidoylphenyl)methyl]-1-(4-fluorophenyl)-2,5-dimethyl-pyrrole-3-carboxamide hydrochloride), C([O-])([O-])=O.[K+].[K+] (potassium carbonate), ClC(=O)OCC (ethyl chloroformate). Solvent: O1CCCC1 (tetrahydrofuran), O (water). Conditions: time 1 hour. The product is N\C(\C1=CC=C(C=C1)CNC(=O)C1=C(N(C(=C1)C)C1=CC=C(C=C1)F)C)=N/C(OCC)=O ((Z)-ethyl amino-(4-((1-(4-fluorophenyl)-2,5-dimethyl-pyrrole-3-carbonylamino)methyl)phenyl)methylenecarbamate). RXN SMILES: Cl.[C:2]([C:5]1[CH:10]=[CH:9][C:8]([CH2:11][NH:12][C:13]([C:15]2[CH:19]=[C:18]([CH3:20])[N:17]([C:21]3[CH:26]=[CH:25][C:24]([F:27])=[CH:23][CH:22]=3)[C:16]=2[CH3:28])=[O:14])=[CH:7][CH:6]=1)(=[NH:4])[NH2:3].C(=O)([O-])[O-].[K+].[K+].Cl[C:36]([O:38][CH2:39][CH3:40])=[O:37]>O.O1CCCC1>[NH2:4]/[C:2](=[N:3]\[C:36](=[O:37])[O:38][CH2:39][CH3:40])/[C:5]1[CH:10]=[CH:9][C:8]([CH2:11][NH:12][C:13]([C:15]2[CH:19]=[C:18]([CH3:20])[N:17]([C:21]3[CH:22]=[CH:23][C:24]([F:27])=[CH:25][CH:26]=3)[C:16]=2[CH3:28])=[O:14])=[CH:7][CH:6]=1 |f:0.1,2.3.4|. Reported procedure: 130 mg of N-[(4-carbamimidoylphenyl)methyl]-1-(4-fluorophenyl)-2,5-dimethyl-pyrrole-3-carboxamide hydrochloride and 130 mg of potassium carbonate were dissolved in 1.6 ml of water and 8 ml of tetrahydrofuran. The mixture was stirred at room temperature, and 0.031 ml of ethyl chloroformate (Sigma-Aldrich) added. Stirring was continued for 1 h, following which the organic layer is removed, and dried in vacuo to obtain the synthetic target. The mass of the compound was verified using LC/MS/MS. The reactants are CCOCC, CI, N#Cc1cc(Cl)cc(Cl)c1, Cl, [Mg], O, c1ccccc1. The product is CC(=O)c1cc(Cl)cc(Cl)c1. As a reaction SMILES: [CH3:15][CH2:16][O:17][CH2:18][CH3:19].[CH3:1][I:2].[Cl:4][c:5]1[cH:6][c:7]([C:8]#[N:9])[cH:10][c:11]([Cl:13])[cH:12]1.[ClH:14].[Mg:3].[OH2:26].[cH:20]1[cH:21][cH:22][cH:23][cH:24][cH:25]1>>[Cl:4][c:5]1[cH:6][c:7]([C:18](=[O:17])[CH3:19])[cH:10][c:11]([Cl:13])[cH:12]1. Reactants: Cc1ccc(C(=O)Nc2nccs2)cc1B1OC(C)(C)C(C)(C)O1, CN1CCN(Cc2ccccc2NC(=O)c2ccc(Cl)nc2)CC1. Yields the product Cc1ccc(C(=O)Nc2nccs2)cc1-c1ccc(C(=O)Nc2ccccc2CN2CCN(C)CC2)cn1. Reaction SMILES: [CH3:25][c:26]1[c:27]([B:40]2[O:41][C:42]([CH3:43])([CH3:44])[C:45]([CH3:46])([CH3:47])[O:48]2)[cH:28][c:29]([C:30](=[O:31])[NH:32][c:33]2[s:34][cH:35][cH:36][n:37]2)[cH:38][cH:39]1.[Cl:1][c:2]1[n:3][cH:4][c:5]([C:6](=[O:7])[NH:8][c:9]2[c:10]([CH2:15][N:16]3[CH2:17][CH2:18][N:19]([CH3:22])[CH2:20][CH2:21]3)[cH:11][cH:12][cH:13][cH:14]2)[cH:23][cH:24]1>>[c:2]1(-[c:27]2[c:26]([CH3:25])[cH:39][cH:38][c:29]([C:30](=[O:31])[NH:32][c:33]3[s:34][cH:35][cH:36][n:37]3)[cH:28]2)[n:3][cH:4][c:5]([C:6](=[O:7])[NH:8][c:9]2[c:10]([CH2:15][N:16]3[CH2:17][CH2:18][N:19]([CH3:22])[CH2:20][CH2:21]3)[cH:11][cH:12][cH:13][cH:14]2)[cH:23][cH:24]1. Reactants: O=C(Cl)c1ccccc1, CCCNc1ccc(Cl)cc1Cl, CC(C)=O, ClCCl, [NH4+], N#C[S-]. Yields the product CCCN(C(N)=S)c1ccc(Cl)cc1Cl. RXN SMILES: [C:1]([Cl:2])(=[O:3])[c:4]1[cH:5][cH:6][cH:7][cH:8][cH:9]1.[CH2:14]([CH2:15][CH3:16])[NH:17][c:18]1[c:19]([Cl:25])[cH:20][c:21]([Cl:24])[cH:22][cH:23]1.[CH3:26][C:27](=[O:28])[CH3:29].[Cl:30][CH2:31][Cl:32].[NH4+:13].[S-:10][C:11]#[N:12]>>[S:10]=[C:11]([NH2:12])[N:17]([CH2:14][CH2:15][CH3:16])[c:18]1[c:19]([Cl:25])[cH:20][c:21]([Cl:24])[cH:22][cH:23]1. Starting materials: CN1C(NC(C=2NC=NC12)=O)=O (3-methylxanthine), C([O-])(O)=O.[Na+] (sodium bicarbonate), ClCC(C)=O (chloroacetone). The solvent is CN(C=O)C (dimethylformamide). Run at temperature 100 celsius. Yields the product CN1C(NC(C=2N(C=NC12)CC(C)=O)=O)=O (3-Methyl-7-(2-oxopropyl)-xanthine). As a reaction SMILES: [CH3:1][N:2]1[C:10]2[N:9]=[CH:8][NH:7][C:6]=2[C:5](=[O:11])[NH:4][C:3]1=[O:12].C(=O)(O)[O-].[Na+].Cl[CH2:19][C:20](=[O:22])[CH3:21]>CN(C)C=O>[CH3:1][N:2]1[C:10]2[N:9]=[CH:8][N:7]([CH2:19][C:20](=[O:22])[CH3:21])[C:6]=2[C:5](=[O:11])[NH:4][C:3]1=[O:12] |f:1.2|. Procedure: 166 g (1 mol) of 3-methylxanthine and 110 g (1.3 mol) of sodium bicarbonate are suspended in 500 ml of dimethylformamide, the suspension is heated to 100° C., while stirring, and 111 g (1.2 mol) of chloroacetone are added dropwise over a period of 2 hours. The mixture is then subsequently stirred at 100° C. for two hours and thereafter cooled and the precipitate formed is filtered off with suction and washed five times with 50 ml of dimethylformamide each time. After the product has been taken u... The reactants are ClCC=1C(=NC=CC1)SCCC (3-Chloromethyl-2-propylsulfanyl-pyridine), C(C)OC(=O)C1C(C1)C1=CC(=C(C=C1)O)Cl (2-(3-chloro-4-hydroxy-phenyl)-cyclopropane carboxylic acid ethyl ester). Product: ClC=1C=C(C=CC1OCC=1C(=NC=CC1)SCCC)C1C(C1)C(=O)O (2-[3-chloro-4-(2-propylsulfanyl-pyridin-3-ylmethoxy)-phenyl]-cyclopropane carboxylic acid). Isolated yield 69.0%. Reaction SMILES: Cl[CH2:2][C:3]1[C:4]([S:9][CH2:10][CH2:11][CH3:12])=[N:5][CH:6]=[CH:7][CH:8]=1.C([O:15][C:16]([CH:18]1[CH2:20][CH:19]1[C:21]1[CH:26]=[CH:25][C:24]([OH:27])=[C:23]([Cl:28])[CH:22]=1)=[O:17])C>>[Cl:28][C:23]1[CH:22]=[C:21]([CH:19]2[CH2:20][CH:18]2[C:16]([OH:17])=[O:15])[CH:26]=[CH:25][C:24]=1[O:27][CH2:2][C:3]1[C:4]([S:9][CH2:10][CH2:11][CH3:12])=[N:5][CH:6]=[CH:7][CH:8]=1. Procedure: 3-Chloromethyl-2-propylsulfanyl-pyridine (47 mg, 0.23 mmol) obtained in Step C of Preparation Example 14 and 2-(3-chloro-4-hydroxy-phenyl)-cyclopropane carboxylic acid ethyl ester (61 mg, 0.25 mmol) obtained in Step B of Preparation Example 47 were used to react sequentially in the same manner as in Steps A and B of Example 1 to obtain the title compound (60 mg, 73%). Reactants: CC=1C=C(C(C2=CC=C(OCCOC3=CC=C(C=C3)C(C3=CC(=CC=C3)C)=NO)C=C2)=NO)C=CC1 (1,2-bis[4-(3-methylbenzoyl)phenoxy]ethane dioxime), N (ammonia), [H][H] (hydrogen). Reagents/catalysts: [Ni] (Raney nickel). Run in C(C)O (ethyl alcohol). Reaction conditions: time 7 hour. The product is CC=1C=C(C(N)C2=CC=C(OCCOC3=CC=C(C=C3)C(C3=CC(=CC=C3)C)N)C=C2)C=CC1 (1,2-bis[4-(3-methyl-alpha-aminobenzyl)phenoxy]ethane). The yield is 42.2%. RXN SMILES: [CH3:1][C:2]1[CH:3]=[C:4]([CH:34]=[CH:35][CH:36]=1)[C:5](=[N:32]O)[C:6]1[CH:31]=[CH:30][C:9]([O:10][CH2:11][CH2:12][O:13][C:14]2[CH:19]=[CH:18][C:17]([C:20](=[N:28]O)[C:21]3[CH:26]=[CH:25][CH:24]=[C:23]([CH3:27])[CH:22]=3)=[CH:16][CH:15]=2)=[CH:8][CH:7]=1.N.[H][H]>[Ni].C(O)C>[CH3:27][C:23]1[CH:22]=[C:21]([CH:26]=[CH:25][CH:24]=1)[CH:20]([C:17]1[CH:16]=[CH:15][C:14]([O:13][CH2:12][CH2:11][O:10][C:9]2[CH:30]=[CH:31][C:6]([CH:5]([NH2:32])[C:4]3[CH:34]=[CH:35][CH:36]=[C:2]([CH3:1])[CH:3]=3)=[CH:7][CH:8]=2)=[CH:19][CH:18]=1)[NH2:28]. Reported procedure: A reaction mixture is prepared from 1,2-bis[4-(3-methylbenzoyl)phenoxy]ethane dioxime (10.6 g, 0.022 mole), 400 ml absolute ethyl alcohol saturated with ammonia gas and Raney nickel catalyst W-6 (2 g). This mixture is subjected to 500 psi hydrogen pressure, heated to 90° and stirred for seven hours. The Raney nickel is removed by filtration and the alcohol and ammonia by distillation. The residual crude material is crystallized from ethanol to yield 4.2 g (42%) of material mp 113°-115°. Reactants: O=C(O)c1ccccc1Br, C1CCOC1, [Li]CCCC, C[Si](C)(C)Cl, CC(C)NC(C)C, O=C(O)CC(O)(CC(=O)O)C(=O)O. Yields the product C[Si](C)(C)c1cccc(Br)c1C(=O)O. RXN SMILES: [Br:1][c:2]1[c:3]([C:4](=[O:5])[OH:6])[cH:7][cH:8][cH:9][cH:10]1.[CH2:41]1[O:42][CH2:43][CH2:44][CH2:45]1.[CH3:18][CH2:19][CH2:20][CH2:21][Li:22].[CH3:23][Si:24]([CH3:25])([CH3:26])[Cl:27].[CH:11]([NH:12][CH:13]([CH3:14])[CH3:15])([CH3:16])[CH3:17].[OH:28][C:29]([CH2:30][C:31]([C:32](=[O:33])[OH:34])([CH2:35][C:36](=[O:37])[OH:38])[OH:39])=[O:40]>>[Br:1][c:2]1[c:3]([C:4](=[O:5])[OH:6])[c:7]([Si:24]([CH3:23])([CH3:25])[CH3:26])[cH:8][cH:9][cH:10]1.